From a dataset of the Open Reaction Database (ORD), a public repository of structured organic reaction records. describe an organic reaction: reactants, conditions, products, and yield Starting materials: CCC(CCC(OS(C)(=O)=O)c1ccccc1)OS(C)(=O)=O, Cc1ccccc1, Cc1c(N)ccc(C#N)c1Cl. The product is CCC1CCC(c2ccccc2)N1c1ccc(C#N)c(Cl)c1C. Reaction SMILES: [CH3:1][S:2]([O:3][CH:6]([CH2:7][CH2:8][CH:9]([O:4][S:5]([CH3:16])(=[O:17])=[O:18])[c:10]1[cH:11][cH:12][cH:13][cH:14][cH:15]1)[CH2:21][CH3:22])(=[O:19])=[O:20].[CH3:34][c:35]1[cH:36][cH:37][cH:38][cH:39][cH:40]1.[NH2:23][c:24]1[c:25]([CH3:33])[c:26]([Cl:32])[c:27]([C:28]#[N:29])[cH:30][cH:31]1>>[CH:6]1([CH2:21][CH3:22])[CH2:7][CH2:8][CH:9]([c:10]2[cH:11][cH:12][cH:13][cH:14][cH:15]2)[N:23]1[c:24]1[c:25]([CH3:33])[c:26]([Cl:32])[c:27]([C:28]#[N:29])[cH:30][cH:31]1. Reactants: ClC1=CC2=C(SC=C2CN2C(N(CC2)C=2SC(=C(N2)C)C(=O)O)=O)C=C1 (2-(3-((5-chlorobenzo[b]thiophen-3-yl)methyl)-2-oxoimidazolidin-1-yl)-4-methylthiazole-5-carboxylic acid), C1(CC1)CN1C(N(CC1)C=1SC(=C(N1)C)C(=O)O)=O (2-(3-(cyclopropylmethyl)-2-oxoimidazolidin-1-yl)-4-methylthiazole-5-carboxylic acid), N1=CC(=CC=C1)CN (pyridin-3-ylmethanamine). Product: C1(CC1)CN1C(N(CC1)C=1SC(=C(N1)C)C(=O)NCC1=NC=CC=C1)=O (2-(3-(cyclopropylmethyl)-2-oxoimidazolidin-1-yl)-4-methyl-N-(pyridin-2-ylmethyl)thiazole-5-carboxamide). The yield is 64.0%. RXN SMILES: ClC1C=CC2S[CH:7]=[C:8]([CH2:9][N:10]3[CH2:14][CH2:13][N:12]([C:15]4[S:16][C:17]([C:21]([OH:23])=O)=[C:18]([CH3:20])[N:19]=4)[C:11]3=[O:24])[C:4]=2C=1.[CH:27]1([CH2:30][N:31]2[CH2:35][CH2:34][N:33](C3SC(C(O)=O)=C(C)N=3)C2=O)[CH2:29][CH2:28]1.N1C=CC=C(CN)C=1>>[CH:8]1([CH2:9][N:10]2[CH2:14][CH2:13][N:12]([C:15]3[S:16][C:17]([C:21]([NH:33][CH2:34][C:35]4[CH:29]=[CH:28][CH:27]=[CH:30][N:31]=4)=[O:23])=[C:18]([CH3:20])[N:19]=3)[C:11]2=[O:24])[CH2:7][CH2:4]1. Procedure: Following the procedure as described in Example 32, making variations as required to replace 2-(3-((5-chlorobenzo[b]thiophen-3-yl)methyl)-2-oxoimidazolidin-1-yl)-4-methylthiazole-5-carboxylic acid with 2-(3-(cyclopropylmethyl)-2-oxoimidazolidin-1-yl)-4-methylthiazole-5-carboxylic acid to react with pyridin-3-ylmethanamine, the title compound was obtained as a colorless solid in 64% yield: mp 148-151° C. (dichloromethane/hexanes); 1H NMR (300 MHz, CDCl3) δ 8.54 (d, J=4.9 Hz, 1H), 7.70-7.64 (m, 1H... The product is Cc1ccc2c(c1)c1c(n2CCc2ccc(C)nc2)CCN(C=O)C1. Reaction SMILES: [CH3:17][c:18]1[n:19][cH:20][c:21]([CH:24]=[CH2:25])[cH:22][cH:23]1.[CH3:1][c:2]1[cH:3][c:4]2[c:5]3[c:6]([nH:7][c:8]2[cH:9][cH:10]1)[CH2:11][CH2:12][N:13]([CH:15]=[O:16])[CH2:14]3.[CH3:28][N:29]1[CH2:30][CH2:31][CH2:32][C:33]1=[O:34].[K+:27].[OH-:26]>>[CH3:1][c:2]1[cH:3][c:4]2[c:5]3[c:6]([n:7]([CH2:25][CH2:24][c:21]4[cH:20][n:19][c:18]([CH3:17])[cH:23][cH:22]4)[c:8]2[cH:9][cH:10]1)[CH2:11][CH2:12][N:13]([CH:15]=[O:16])[CH2:14]3. Reactants: C=Cc1ccc(C)nc1, Cc1ccc2[nH]c3c(c2c1)CN(C=O)CC3, CN1CCCC1=O, [K+], [OH-]. Reactants: C(CCC)OC1=C(C=CC=C1)CC(=O)OC (Methyl 2-n-butoxyphenylacetate), C[O-].[Na+] (sodium methylate). Run in C(=O)OC (methyl formate). The product is C(=O)C(C(=O)OC)C1=C(C=CC=C1)OCCCC (Methyl α-formyl-(2-butoxyphenyl)acetate). Isolated yield 82.0%. As a reaction SMILES: [CH2:1]([O:5][C:6]1[CH:11]=[CH:10][CH:9]=[CH:8][C:7]=1[CH2:12][C:13]([O:15][CH3:16])=[O:14])[CH2:2][CH2:3][CH3:4].[CH3:17][O-:18].[Na+]>C(OC)=O>[CH:17]([CH:12]([C:7]1[CH:8]=[CH:9][CH:10]=[CH:11][C:6]=1[O:5][CH2:1][CH2:2][CH2:3][CH3:4])[C:13]([O:15][CH3:16])=[O:14])=[O:18] |f:1.2|. Procedure: 11.1 g of the product obtained by Method D are dissolved in 50 ml of methyl formate, and the solution is slowly added at 0° C. to 3.5 g of sodium methylate. The mixture is warmed to room temperature, and the bulk of the methyl formate is removed under reduced pressure. The remainder is poured onto cold 2N NaOH, and the mixture is extracted with 30 ml of methyl t-butyl ether. The aqueous phase is acidified, and the methyl α-formyl(2-butoxyphenyl)acetate is extracted with dichloromethane. Drying t... As a reaction SMILES: [CH2:1]([O:3][C:4]([C:6]1[C:7](=[O:20])[N:8]([C:14]2[CH:19]=[CH:18][CH:17]=[CH:16][CH:15]=2)[C:9]([CH2:12][OH:13])=[CH:10][CH:11]=1)=[O:5])[CH3:2].CC(OI1(OC(C)=O)(OC(C)=O)OC(=O)C2C1=CC=CC=2)=O.C(=O)(O)[O-].[Na+]>ClCCl>[CH2:1]([O:3][C:4]([C:6]1[C:7](=[O:20])[N:8]([C:14]2[CH:15]=[CH:16][CH:17]=[CH:18][CH:19]=2)[C:9]([CH:12]=[O:13])=[CH:10][CH:11]=1)=[O:5])[CH3:2] |f:2.3|. Procedure details: 1,2-dihydro-6-hydroxymethyl-2-oxo-1-phenylpyridine-3-carboxylic acid ethyl ester (5.0 g, 18 mmol) was dissolved in dichloromethane (50 mL), and a DMP reagent (1,1,1-triacetoxy-1,1-dihydro-1,2-benziodoxol-3(1H)-one) (8.5 g, 20 mol) was added thereto at room temperature. The mixture was allowed to react for 4 hours. The reaction mixture was poured into an aqueous sodium bicarbonate solution, and extracted with chloroform. The organic layer was washed with water, dried, and concentrated, to obtain ... Product: C(C)OC(=O)C=1C(N(C(=CC1)C=O)C1=CC=CC=C1)=O (6-formyl-1-phenyl-1,2-dihydro-2-oxopyridine-3-carboxylic acid ethyl ester). The reactants are CC(=O)OI1(C2=CC=CC=C2C(=O)O1)(OC(=O)C)OC(=O)C (1,1,1-triacetoxy-1,1-dihydro-1,2-benziodoxol-3(1H)-one), C(C)OC(=O)C=1C(N(C(=CC1)CO)C1=CC=CC=C1)=O (1,2-dihydro-6-hydroxymethyl-2-oxo-1-phenylpyridine-3-carboxylic acid ethyl ester), C([O-])(O)=O.[Na+] (sodium bicarbonate). Solvent: ClCCl (dichloromethane).